This data is from the Open Reaction Database (ORD), a public repository of structured organic reaction records. The task is: describe an organic reaction: reactants, conditions, products, and yield The reactants are COC(=O)C(N)CNC(=O)c1ccccc1, O=C(NCc1cccc2[nH]ccc12)c1ccc(C(=O)O)c(Cl)c1, CN(C)C=O, O, On1nnc2ccccc21. Product: COC(=O)C(CNC(=O)c1ccccc1)NC(=O)c1ccc(C(=O)NCc2cccc3[nH]ccc23)cc1Cl. RXN SMILES: [CH3:1][O:2][C:3]([CH:4]([NH2:5])[CH2:6][NH:7][C:8]([c:9]1[cH:10][cH:11][cH:12][cH:13][cH:14]1)=[O:15])=[O:16].[Cl:17][c:18]1[c:19]([C:20](=[O:21])[OH:22])[cH:23][cH:24][c:25]([C:27](=[O:28])[NH:29][CH2:30][c:31]2[c:32]3[cH:33][cH:34][nH:35][c:36]3[cH:37][cH:38][cH:39]2)[cH:26]1.[O:50]=[CH:51][N:52]([CH3:53])[CH3:54].[OH2:55].[OH:40][n:41]1[c:42]2[c:43]([cH:44][cH:45][cH:46][cH:47]2)[n:48][n:49]1>>[CH3:1][O:2][C:3]([CH:4]([NH:5][C:20]([c:19]1[c:18]([Cl:17])[cH:26][c:25]([C:27](=[O:28])[NH:29][CH2:30][c:31]2[c:32]3[cH:33][cH:34][nH:35][c:36]3[cH:37][cH:38][cH:39]2)[cH:24][cH:23]1)=[O:21])[CH2:6][NH:7][C:8]([c:9]1[cH:10][cH:11][cH:12][cH:13][cH:14]1)=[O:15])=[O:16].